Dataset: the Open Reaction Database (ORD), a public repository of structured organic reaction records. Task: describe an organic reaction: reactants, conditions, products, and yield The reactants are C12(CC3CC(CC(C1)C3)C2)CCC2=C(N=C(N2)C2=C(C=CC=C2)F)C(=O)O (5-(2-Adamantan-1-yl-ethyl)-2-(2-fluoro-phenyl)-1H-imidazole-4-carboxylic acid), COC(C1=CC=C(C=C1)N)=O (4-amino-benzoic acid methyl ester). Yields the product C12(CC3CC(CC(C1)C3)C2)CCC2=C(N=C(N2)C2=C(C=CC=C2)F)C(=O)NC2=CC=C(C(=O)O)C=C2 (4-{[5-(2-Adamantan-1-yl-ethyl)-2-(2-fluoro-phenyl)-1H-imidazole-4-carbonyl]-amino}-benzoic Acid). As a reaction SMILES: [C:1]12([CH2:11][CH2:12][C:13]3[NH:17][C:16]([C:18]4[CH:23]=[CH:22][CH:21]=[CH:20][C:19]=4[F:24])=[N:15][C:14]=3[C:25](O)=[O:26])[CH2:10][CH:5]3[CH2:6][CH:7]([CH2:9][CH:3]([CH2:4]3)[CH2:2]1)[CH2:8]2.C[O:29][C:30](=[O:38])[C:31]1[CH:36]=[CH:35][C:34]([NH2:37])=[CH:33][CH:32]=1>>[C:1]12([CH2:11][CH2:12][C:13]3[NH:17][C:16]([C:18]4[CH:23]=[CH:22][CH:21]=[CH:20][C:19]=4[F:24])=[N:15][C:14]=3[C:25]([NH:37][C:34]3[CH:35]=[CH:36][C:31]([C:30]([OH:29])=[O:38])=[CH:32][CH:33]=3)=[O:26])[CH2:2][CH:3]3[CH2:4][CH:5]([CH2:6][CH:7]([CH2:9]3)[CH2:8]1)[CH2:10]2. Procedure details: 5-(2-Adamantan-1-yl-ethyl)-2-(2-fluoro-phenyl)-1H-imidazole-4-carboxylic acid (Example 50) was reacted with 4-amino-benzoic acid methyl ester according to the procedure of Example 20, step d. Deprotection was carried out using essentially the same procedure as in Example 36, step d to afford the title compound as a white solid. Reactants: C(C)(=O)SCC(C(=O)NC=1C=C(C(=O)OCC2=CC=C(C=C2)CNC(=O)OC(C)(C)C)C=CC1)CC1=CC=CC=C1 (4-(t-Butyloxycarbonylaminomethyl)benzyl 3-[(2-acetylthiomethyl 3-phenylpropionyl)amino]benzoate), compound, Cl.C(C)(=O)O (hydrochloric acid acetic acid), C(C)OCC (diethyl ether). Yields the product Cl.C(C)(=O)SCC(C(=O)NC=1C=C(C(=O)OCC2=CC=C(C=C2)CN)C=CC1)CC1=CC=CC=C1 (4-aminomethylbenzyl 3-[(2-acetylthiomethyl-3-phenylpropionyl)amino]benzoate hydrochloride). RXN SMILES: [C:1]([S:4][CH2:5][CH:6]([CH2:35][C:36]1[CH:41]=[CH:40][CH:39]=[CH:38][CH:37]=1)[C:7]([NH:9][C:10]1[CH:11]=[C:12]([CH:32]=[CH:33][CH:34]=1)[C:13]([O:15][CH2:16][C:17]1[CH:22]=[CH:21][C:20]([CH2:23][NH:24]C(OC(C)(C)C)=O)=[CH:19][CH:18]=1)=[O:14])=[O:8])(=[O:3])[CH3:2].C(OCC)C.[ClH:47].C(O)(=O)C>>[ClH:47].[C:1]([S:4][CH2:5][CH:6]([CH2:35][C:36]1[CH:41]=[CH:40][CH:39]=[CH:38][CH:37]=1)[C:7]([NH:9][C:10]1[CH:11]=[C:12]([CH:32]=[CH:33][CH:34]=1)[C:13]([O:15][CH2:16][C:17]1[CH:22]=[CH:21][C:20]([CH2:23][NH2:24])=[CH:19][CH:18]=1)=[O:14])=[O:8])(=[O:3])[CH3:2] |f:2.3,4.5|. Procedure: 4-(t-Butyloxycarbonylaminomethyl)benzyl 3-[(2-acetylthiomethyl 3-phenylpropionyl)amino]benzoate (compound of Example 121) (0.73 g) is dissolved in 1M hydrochloric acid-acetic acid solution (20 ml), and the mixture is reacted at room temperature for 45 minutes. The reaction mixture is added slowly to diethyl ether (100 ml) with stirring under ice cooling. The precipitates are separated by filtration and washed with diethyl ether to give the title compound (0.61 g). m.p.: 111°-113° C. (amorphous) ... Reactants: N=S1C=NC2=C1C=C(C=C2)OC (1-imino-6-methoxybenzothiazole), C(C)(C)(C)C1=C(OC2=NC=CC=C2N)C=CC=C1 (2-(2-tert-butylphenoxy)-3-aminopyridine), 234a. Solvent: CO (MeOH). The product is C(C)(C)(C)C1=C(OC2=NC=CC=C2NC=2SC3=C(N2)C=CC(=C3)OC)C=CC=C1 (N-(2-(2-tert-butylphenoxy)pyridine-3-yl)-6-methoxybenzo[d]thiazol-2-amine). RXN SMILES: N=[S:2]1[C:6]2[CH:7]=[C:8]([O:11][CH3:12])[CH:9]=[CH:10][C:5]=2[N:4]=[CH:3]1.[C:13]([C:17]1[CH:30]=[CH:29][CH:28]=[CH:27][C:18]=1[O:19][C:20]1[C:25]([NH2:26])=[CH:24][CH:23]=[CH:22][N:21]=1)([CH3:16])([CH3:15])[CH3:14]>CO>[C:13]([C:17]1[CH:30]=[CH:29][CH:28]=[CH:27][C:18]=1[O:19][C:20]1[C:25]([NH:26][C:3]2[S:2][C:6]3[CH:7]=[C:8]([O:11][CH3:12])[CH:9]=[CH:10][C:5]=3[N:4]=2)=[CH:24][CH:23]=[CH:22][N:21]=1)([CH3:16])([CH3:14])[CH3:15]. Procedure: 100 mg (0.38 mmol) of 1-imino-6-methoxybenzothiazole and 1b were heated under N2 atmosphere at 220° C. for 30 min, in a similar manner to 234a. After cooling to rt, the reaction mixture was suspended in MeOH and the side product bis(6-methoxybenzo[d]thiazol-2-yl)amine (46.3 mg) was eliminated by filtration. The mother liquors were purified by preparative HPLC to yield Example 233. tR=7.861 min (Shimadzu Phenomenex S5 ODS 4.6×50 mm Luna 4.6×50 mm; flow rate 2.5 mL/mn; detection at 220 nM; Gradien... Solvent: O (water), C(C)(=O)OCC (ethyl acetate). Product: C1(CC1)N1N=CC(=C1)C=1C(=C2CC[C@@H](N(C2=CC1)C(C)=O)C)OC1=NC=CC(=C1)C (1-[(2S)-6-(1-cyclopropyl-1H-pyrazol-4-yl)-2-methyl-5-[(4-methylpyridin-2-yl)oxy]-1,2,3,4-tetrahydroquinolin-1-yl]ethan-1-one). Reaction conditions: temperature 100 celsius, time 8 hour. As a reaction SMILES: Br[C:2]1[C:3]([O:16][C:17]2[CH:22]=[C:21]([CH3:23])[CH:20]=[CH:19][N:18]=2)=[C:4]2[C:9](=[CH:10][CH:11]=1)[N:8]([C:12](=[O:14])[CH3:13])[C@@H:7]([CH3:15])[CH2:6][CH2:5]2.O1CCOCC1.[CH:30]1([N:33]2[CH:37]=[C:36](B3OC(C)(C)C(C)(C)O3)[CH:35]=[N:34]2)[CH2:32][CH2:31]1.C(=O)([O-])[O-].[K+].[K+]>C(OCC)(=O)C.C1C=CC(P(C2C=CC=CC=2)[C-]2C=CC=C2)=CC=1.C1C=CC(P(C2C=CC=CC=2)[C-]2C=CC=C2)=CC=1.Cl[Pd]Cl.[Fe+2].O>[CH:30]1([N:33]2[CH:37]=[C:36]([C:2]3[C:3]([O:16][C:17]4[CH:22]=[C:21]([CH3:23])[CH:20]=[CH:19][N:18]=4)=[C:4]4[C:9](=[CH:10][CH:11]=3)[N:8]([C:12](=[O:14])[CH3:13])[C@@H:7]([CH3:15])[CH2:6][CH2:5]4)[CH:35]=[N:34]2)[CH2:32][CH2:31]1 |f:3.4.5,7.8.9.10|. Reported procedure: A 50-mL round-bottom flask was purged and maintained with an inert atmosphere of nitrogen, and charged with 1-[(2S)-6-bromo-2-methyl-5-[(4-methylpyridin-2-yl)oxy]-1,2,3,4-tetrahydroquinolin-1-yl]ethan-1-one (111 mg, 0.30 mmol), 1,4-dioxane (15 mL), 1-cyclopropyl-4-(tetramethyl-1,3,2-dioxaborolan-2-yl)-1H-pyrazole (139 mg, 0.59 mmol), [1,1′-bis(diphenylphosphino)ferrocene]dichloropalladium(II) (30 mg, 0.04 mmol), potassium carbonate (124 mg, 0.90 mmol), and water (5 mL). The resulting mixture sti... The reagents and catalysts are C1=CC=C(C=C1)P([C-]2C=CC=C2)C3=CC=CC=C3.C1=CC=C(C=C1)P([C-]2C=CC=C2)C3=CC=CC=C3.Cl[Pd]Cl.[Fe+2] ([1,1′-bis(diphenylphosphino)ferrocene]dichloropalladium(II)). Starting materials: BrC=1C(=C2CC[C@@H](N(C2=CC1)C(C)=O)C)OC1=NC=CC(=C1)C (1-[(2S)-6-bromo-2-methyl-5-[(4-methylpyridin-2-yl)oxy]-1,2,3,4-tetrahydroquinolin-1-yl]ethan-1-one), O1CCOCC1 (1,4-dioxane), C1(CC1)N1N=CC(=C1)B1OC(C(O1)(C)C)(C)C (1-cyclopropyl-4-(tetramethyl-1,3,2-dioxaborolan-2-yl)-1H-pyrazole), C([O-])([O-])=O.[K+].[K+] (potassium carbonate). The reactants are O=Cc1cc(CCc2ccccc2)cs1, O=Cc1cc(C#Cc2ccccc2)cs1, O=Cc1ccc(C#Cc2ccccc2)s1. Product: O=Cc1ccc(CCc2ccccc2)s1. Reaction SMILES: [CH2:31]([c:32]1[cH:33][c:34]([CH:35]=[O:36])[s:37][cH:38]1)[CH2:39][c:40]1[cH:41][cH:42][cH:43][cH:44][cH:45]1.[c:16]1([C:17]#[C:18][c:19]2[cH:20][c:21]([CH:22]=[O:23])[s:24][cH:25]2)[cH:26][cH:27][cH:28][cH:29][cH:30]1.[c:1]1([C:7]#[C:8][c:9]2[cH:10][cH:11][c:12]([CH:14]=[O:15])[s:13]2)[cH:2][cH:3][cH:4][cH:5][cH:6]1>>[c:1]1([CH2:7][CH2:8][c:9]2[cH:10][cH:11][c:12]([CH:14]=[O:15])[s:13]2)[cH:2][cH:3][cH:4][cH:5][cH:6]1.